Dataset: the Open Reaction Database (ORD), a public repository of structured organic reaction records. Task: describe an organic reaction: reactants, conditions, products, and yield Starting materials: COC=1C=C2C(=CC=NC2=CC1OC)OC1=CC(=C(N)C=C1C)C (4-[(6,7-Dimethoxy-4-quinolyl)oxy]-2,5-dimethylaniline), ClC(Cl)(OC(OC(Cl)(Cl)Cl)=O)Cl (triphosgene), C([O-])(O)=O.[Na+] (sodium bicarbonate), CCCCC(CCCC)O (5-nonanol). Run in C(C)N(CC)CC (triethylamine), C1(=CC=CC=C1)C (toluene), C(Cl)Cl (methylene chloride). Yields the product COC=1C=C2C(=CC=NC2=CC1OC)OC1=CC(=C(C=C1C)NC(OC(CCCC)CCCC)=O)C (1-Butylpentyl N-{4-[(6,7-dimethoxy-4-quinolyl)oxy]-2,5-dimethylphenyl}carbamate). Yield: 73.4%. As a reaction SMILES: [CH3:1][O:2][C:3]1[CH:4]=[C:5]2[C:10](=[CH:11][C:12]=1[O:13][CH3:14])[N:9]=[CH:8][CH:7]=[C:6]2[O:15][C:16]1[C:22]([CH3:23])=[CH:21][C:19]([NH2:20])=[C:18]([CH3:24])[CH:17]=1.Cl[C:26](Cl)([O:28]C(=O)OC(Cl)(Cl)Cl)Cl.[CH3:37][CH2:38][CH2:39][CH2:40][CH:41]([OH:46])[CH2:42][CH2:43][CH2:44][CH3:45].C(=O)(O)[O-].[Na+]>C(Cl)Cl.C(N(CC)CC)C.C1(C)C=CC=CC=1>[CH3:1][O:2][C:3]1[CH:4]=[C:5]2[C:10](=[CH:11][C:12]=1[O:13][CH3:14])[N:9]=[CH:8][CH:7]=[C:6]2[O:15][C:16]1[C:22]([CH3:23])=[CH:21][C:19]([NH:20][C:26](=[O:28])[O:46][CH:41]([CH2:42][CH2:43][CH2:44][CH3:45])[CH2:40][CH2:39][CH2:38][CH3:37])=[C:18]([CH3:24])[CH:17]=1 |f:3.4|. Procedure details: 4-[(6,7-Dimethoxy-4-quinolyl)oxy]-2,5-dimethylaniline (50 mg) was added to toluene (5 ml), and triethylamine (0.5 ml), and the mixture was heated under reflux to prepare a solution. A solution of triphosgene (68 mg) in methylene chloride was then added thereto, and the mixture was heated under reflux for 10 min. Next, 5-nonanol (33 mg) was added thereto, and the mixture was further stirred with heating under reflux for 3 hr. A saturated aqueous sodium bicarbonate solution was added to stop the r... Starting materials: O=C(O)c1cc(F)c(F)cc1Cl, Cc1cccc(-c2sc(C)nc2C(=O)N2CC3CC3C2CN)c1. The product is Cc1cccc(-c2sc(C)nc2C(=O)N2CC3CC3C2CNC(=O)c2cc(F)c(F)cc2Cl)c1. Reaction SMILES: [Cl:24][c:25]1[c:26]([C:27](=[O:28])[OH:29])[cH:30][c:31]([F:35])[c:32]([F:34])[cH:33]1.[NH2:1][CH2:2][CH:3]1[CH:4]2[CH2:5][CH:6]2[CH2:7][N:8]1[C:9](=[O:10])[c:11]1[n:12][c:13]([CH3:23])[s:14][c:15]1-[c:16]1[cH:17][c:18]([CH3:22])[cH:19][cH:20][cH:21]1>>[NH:1]([CH2:2][CH:3]1[CH:4]2[CH2:5][CH:6]2[CH2:7][N:8]1[C:9](=[O:10])[c:11]1[n:12][c:13]([CH3:23])[s:14][c:15]1-[c:16]1[cH:17][c:18]([CH3:22])[cH:19][cH:20][cH:21]1)[C:27]([c:26]1[c:25]([Cl:24])[cH:33][c:32]([F:34])[c:31]([F:35])[cH:30]1)=[O:28]. Starting materials: CO[C@@H]1[C@H](CN(CC1)C(=O)OCC1=CC=CC=C1)C ((3S,4S)-benzyl 4-methoxy-3-methylpiperidine-1-carboxylate), [H][H] (hydrogen). Reagents/catalysts: [Pd] (Pd/C). The solvent is CO (MeOH). Conditions: time 1 hour. Product: CO[C@@H]1[C@H](CNCC1)C ((3S,4S)-4-methoxy-3-methylpiperidine). Reaction SMILES: [CH3:1][O:2][C@H:3]1[CH2:8][CH2:7][N:6](C(OCC2C=CC=CC=2)=O)[CH2:5][C@@H:4]1[CH3:19].[H][H]>CO.[Pd]>[CH3:1][O:2][C@H:3]1[CH2:8][CH2:7][NH:6][CH2:5][C@@H:4]1[CH3:19]. Procedure details: To a solution of (3S,4S)-benzyl 4-methoxy-3-methylpiperidine-1-carboxylate (4.0 g, 15.19 mmol) in MeOH (150 mL) under an argon atmosphere was added wet Pd/C [(5% dry basis) (1.617 g, 0.759 mmol)] The atmosphere was replaced with hydrogen gas via a balloon. The heterogeneous mixture was stirred for 1 hour at room temperature, and then filtered through Celite®. The filter cake was washed with dichloromethane (150 mL) followed by 20% MeOH/DCM (150 mL). The eluent was concentrated to afford (3S,4S)-... Reactants: [N+](=O)([O-])C1=CC=CC=C1 (nitrobenzene), C(CC)O (propanol). The product is C(CC)OC1=CC=C(N)C=C1 (p-propoxyaniline). As a reaction SMILES: [N+:1]([C:4]1[CH:9]=[CH:8][CH:7]=[CH:6][CH:5]=1)([O-])=O.[CH2:10]([OH:13])[CH2:11][CH3:12]>>[CH2:10]([O:13][C:7]1[CH:8]=[CH:9][C:4]([NH2:1])=[CH:5][CH:6]=1)[CH2:11][CH3:12]. Procedure: The method of claim 1 wherein nitrobenzene is reacted with propanol to form p-propoxyaniline. The yield is 70.0%. The solvent is C1CCOC1 (THF). Yields the product C(C)(C)(C)[Si](OCC(C)(C)N1C=C(C=2C=NC=C(C21)F)C(=O)C=2C=C(C=NC2)NC(CN2N=C(C=C2C)C(F)(F)F)=O)(C)C (N-(5-{1-[2-(tert-Butyl-dimethyl-silanyloxy)-1,1-dimethyl-ethyl]-7-fluoro-1H-pyrrolo[3,2-c]pyridine-3-carbonyl}-pyridin-3-yl)-2-(5-methyl-3-trifluoromethyl-pyrazol-1-yl)-acetamide), solid. As a reaction SMILES: [NH2:1][C:2]1[CH:3]=[C:4]([C:8]([C:10]2[C:14]3[CH:15]=[N:16][CH:17]=[C:18]([F:19])[C:13]=3[N:12]([C:20]([CH3:31])([CH3:30])[CH2:21][O:22][Si:23]([C:26]([CH3:29])([CH3:28])[CH3:27])([CH3:25])[CH3:24])[CH:11]=2)=[O:9])[CH:5]=[N:6][CH:7]=1.[CH3:32][C:33]1[N:37]([CH2:38][C:39](O)=[O:40])[N:36]=[C:35]([C:42]([F:45])([F:44])[F:43])[CH:34]=1.CCN(C(C)C)C(C)C.C(P1(=O)OP(CCC)(=O)OP(CCC)(=O)O1)CC>C1COCC1>[C:26]([Si:23]([CH3:24])([CH3:25])[O:22][CH2:21][C:20]([N:12]1[C:13]2[C:18]([F:19])=[CH:17][N:16]=[CH:15][C:14]=2[C:10]([C:8]([C:4]2[CH:3]=[C:2]([NH:1][C:39](=[O:40])[CH2:38][N:37]3[C:33]([CH3:32])=[CH:34][C:35]([C:42]([F:45])([F:44])[F:43])=[N:36]3)[CH:7]=[N:6][CH:5]=2)=[O:9])=[CH:11]1)([CH3:31])[CH3:30])([CH3:29])([CH3:28])[CH3:27]. Starting materials: NC=1C=C(C=NC1)C(=O)C1=CN(C2=C1C=NC=C2F)C(CO[Si](C)(C)C(C)(C)C)(C)C ((5-amino-pyridin-3-yl)-{1-[2-(tert-butyl-dimethyl-silanyloxy)-1,1-dimethyl-ethyl]-7-fluoro-1H-pyrrolo[3,2-c]pyridin-3-yl}-methanone), CC1=CC(=NN1CC(=O)O)C(F)(F)F ((5-methyl-3-trifluoromethyl-pyrazol-1-yl)-acetic acid), CCN(C(C)C)C(C)C (DIPEA), C(CC)P1(OP(OP(O1)(=O)CCC)(=O)CCC)=O (T3P). Conditions: temperature 25 celsius, time 18 hour. Procedure: To a solution of (5-amino-pyridin-3-yl)-{1-[2-(tert-butyl-dimethyl-silanyloxy)-1,1-dimethyl-ethyl]-7-fluoro-1H-pyrrolo[3,2-c]pyridin-3-yl}-methanone (Preparation 29, 35 mg, 79.1 μmol), (5-methyl-3-trifluoromethyl-pyrazol-1-yl)-acetic acid (22 mg, 106.9 μmol) and DIPEA (48 μL, 276.8 μmol) in THF (3 mL), T3P (166 μL, 276.8 μmol) was added and the mixture stirred at 25° C. for 18 hours. The reaction was evaporated under reduced pressure, the residue partitioned between water and ethyl acetate, the ... The reactants are C1CCOC1, CC(=O)Cl, [Li]CCCC, O, CC(C)(C)NC(=O)c1ccc2[nH]ccc2c1. The product is CC(=O)n1ccc2cc(C(=O)NC(C)(C)C)ccc21. Reaction SMILES: [CH2:26]1[O:27][CH2:28][CH2:29][CH2:30]1.[CH3:22][C:23]([Cl:24])=[O:25].[Li:17][CH2:18][CH2:19][CH2:20][CH3:21].[OH2:31].[nH:1]1[cH:2][cH:3][c:4]2[cH:5][c:6]([C:10](=[O:11])[NH:12][C:13]([CH3:14])([CH3:15])[CH3:16])[cH:7][cH:8][c:9]12>>[n:1]1([C:23]([CH3:22])=[O:25])[cH:2][cH:3][c:4]2[cH:5][c:6]([C:10](=[O:11])[NH:12][C:13]([CH3:14])([CH3:15])[CH3:16])[cH:7][cH:8][c:9]12. Reactants: Fc1cccnc1Br, CC(=O)[O-], CC(=O)[O-], COC(=O)c1cc(B2OC(C)(C)C(C)(C)O2)cc(-c2ccc(C)cn2)c1, CN(C)C=O, CC(C)NC(C)C, O, [Pd+2]. Product: COC(=O)c1cc(-c2ccc(C)cn2)cc(-c2ncccc2F)c1. As a reaction SMILES: [Br:27][c:28]1[n:29][cH:30][cH:31][cH:32][c:33]1[F:34].[C:48]([O-:49])(=[O:50])[CH3:51].[C:53]([O-:54])(=[O:55])[CH3:56].[CH3:1][c:2]1[cH:3][cH:4][c:5](-[c:8]2[cH:9][c:10]([C:11](=[O:12])[O:13][CH3:14])[cH:15][c:16]([B:18]3[O:19][C:20]([CH3:21])([CH3:22])[C:23]([CH3:24])([CH3:25])[O:26]3)[cH:17]2)[n:6][cH:7]1.[CH3:42][N:43]([CH3:44])[CH:45]=[O:46].[CH:35]([NH:36][CH:37]([CH3:38])[CH3:39])([CH3:40])[CH3:41].[OH2:47].[Pd+2:52]>>[CH3:1][c:2]1[cH:3][cH:4][c:5](-[c:8]2[cH:9][c:10]([C:11](=[O:12])[O:13][CH3:14])[cH:15][c:16](-[c:28]3[n:29][cH:30][cH:31][cH:32][c:33]3[F:34])[cH:17]2)[n:6][cH:7]1. Reactants: IC=1C=CC(=NC1)N1CC(CC1)N1CCCC1 (1′-(5-iodo-pyridin-2-yl)-[1,3′]bipyrrolidinyl), ClC1=CC=C(C=C1)C=1C=CC(=NC1)C#C (5-(4-chloro-phenyl)-2-ethynyl-pyridine). The product is ClC1=CC=C(C=C1)C=1C=CC(=NC1)C#CC=1C=CC(=NC1)N1CC(CC1)N1CCCC1 (1′-{5-[5-(4-chloro-phenyl)-pyridin-2-ylethynyl]-pyridin-2-yl}-[1,3′]bipyrrolidinyl). As a reaction SMILES: I[C:2]1[CH:3]=[CH:4][C:5]([N:8]2[CH2:12][CH2:11][CH:10]([N:13]3[CH2:17][CH2:16][CH2:15][CH2:14]3)[CH2:9]2)=[N:6][CH:7]=1.[Cl:18][C:19]1[CH:24]=[CH:23][C:22]([C:25]2[CH:26]=[CH:27][C:28]([C:31]#[CH:32])=[N:29][CH:30]=2)=[CH:21][CH:20]=1>>[Cl:18][C:19]1[CH:20]=[CH:21][C:22]([C:25]2[CH:26]=[CH:27][C:28]([C:31]#[C:32][C:2]3[CH:3]=[CH:4][C:5]([N:8]4[CH2:12][CH2:11][CH:10]([N:13]5[CH2:17][CH2:16][CH2:15][CH2:14]5)[CH2:9]4)=[N:6][CH:7]=3)=[N:29][CH:30]=2)=[CH:23][CH:24]=1. Reported procedure: Prepared according to general working method I from 1′-(5-iodo-pyridin-2-yl)-[1,3′]bipyrrolidinyl (172 mg, 0.50 mmol) and 5-(4-chloro-phenyl)-2-ethynyl-pyridine (107 mg, 0.50 mmol). Starting materials: OC1=C(C=C2C(=NC=NC2=C1)NC1=CC=C2C=CNC2=C1)OC (7-hydroxy-4-(indol-6-ylamino)-6-methoxyquinazoline), OCCC1=C(N=CS1)C (5-(2-hydroxyethyl)-4-methylthiazole). Yields the product COC=1C=C2C(=NC=NC2=CC1OCCC1=C(N=CS1)C)NC1=CC=C2C=CNC2=C1 (6-methoxy-4-(indol-6-ylamino)-7-(2-(4-methylthiazol-5-yl)ethoxy)quinazoline). Isolated yield 34.0%. Reaction SMILES: [OH:1][C:2]1[CH:11]=[C:10]2[C:5]([C:6]([NH:12][C:13]3[CH:21]=[C:20]4[C:16]([CH:17]=[CH:18][NH:19]4)=[CH:15][CH:14]=3)=[N:7][CH:8]=[N:9]2)=[CH:4][C:3]=1[O:22][CH3:23].O[CH2:25][CH2:26][C:27]1[S:31][CH:30]=[N:29][C:28]=1[CH3:32]>>[CH3:23][O:22][C:3]1[CH:4]=[C:5]2[C:10](=[CH:11][C:2]=1[O:1][CH2:25][CH2:26][C:27]1[S:31][CH:30]=[N:29][C:28]=1[CH3:32])[N:9]=[CH:8][N:7]=[C:6]2[NH:12][C:13]1[CH:21]=[C:20]2[C:16]([CH:17]=[CH:18][NH:19]2)=[CH:15][CH:14]=1. Procedure details: Using an analogous procedure to that described in Example 201, 7-hydroxy-4-(indol-6-ylamino)-6-methoxyquinazoline (98 mg, 0.32 mmol), (prepared as described for the starting material in Example 217), was reacted with 5-(2-hydroxyethyl)-4-methylthiazole (69 mg, 0.48 mmol) to give 6-methoxy-4-(indol-6-ylamino)-7-(2-(4-methylthiazol-5-yl)ethoxy)quinazoline (47 mg, 34%).